This data is from the Open Reaction Database (ORD), a public repository of structured organic reaction records. The task is: describe an organic reaction: reactants, conditions, products, and yield Reactants: OC1=CC=C(C(=O)C2=CC=C(C=C2)O)C=C1 (4,4'-dihydroxybenzophenone), C(CO)O (ethylene glycol), C(OC)(OC)OC (trimethyl orthoformate), montmorillonite, ketal, COC(OC)OC (trimethylorthoformate), ketone, ketal. Conditions: time 18 hour. The product is OC1=CC=C(C=C1)C1(OCCO1)C1=CC=C(C=C1)O (2,2-bis(4-hydroxyphenyl)-1,3-dioxolane). RXN SMILES: [OH:1][C:2]1[CH:16]=[CH:15][C:5]([C:6]([C:8]2[CH:13]=[CH:12][C:11]([OH:14])=[CH:10][CH:9]=2)=[O:7])=[CH:4][CH:3]=1.[CH2:17](O)[CH2:18][OH:19].C(OC)(OC)OC>>[OH:1][C:2]1[CH:16]=[CH:15][C:5]([C:6]2([C:8]3[CH:13]=[CH:12][C:11]([OH:14])=[CH:10][CH:9]=3)[O:19][CH2:18][CH2:17][O:7]2)=[CH:4][CH:3]=1. Procedure details: 2,2-bis(4-hydroxyphenyl)-1,3-dioxolane was prepared by the procedure of Example 5 by mixing together, in a reaction flask fitted with a mechanical stirrer, thermometer, and variable take-off distillation head, 99 gm of 4,4'-dihydroxybenzophenone (97% pure, 0.448 mole), 269 gm of ethylene glycol (4.3 moles), 96 gm of trimethyl orthoformate (0.91 mole), and 150 gm of montmorillonite clay (K-10, United Catalysts) and heating the reaction mixture at 70° to 90° to give slow distillation of the reacti... The reactants are C1CCOC1 (THF), aqueous solution, ammonium sulfide, COC1=CC(=CC=2COCOC21)C(C#N)NC2=CC=C(C=C2)C2=NOC(=N2)C ((8-methoxy-4H-benzo[1,3]dioxin-6-yl)-[4-(5-methyl-[1,2,4]oxadiazol-3-yl)phenylamino]acetonitrile), O (Water). Solvent: C(C)O (ethanol), C(C)(=O)OCC (ethyl acetate). Product: COC1=CC(=CC=2COCOC21)C(C(=S)N)NC2=CC=C(C=C2)C2=NOC(=N2)C (2-(8-methoxy-4H-benzo[1,3]dioxin-6-yl)-2[4-(5-methyl-[1,2,4]oxadiazol-3-yl)phenylamino]thioacetamide). As a reaction SMILES: [NH4+]=[S:2].[CH3:3][O:4][C:5]1[C:14]2[O:13][CH2:12][O:11][CH2:10][C:9]=2[CH:8]=[C:7]([CH:15]([NH:18][C:19]2[CH:24]=[CH:23][C:22]([C:25]3[N:29]=[C:28]([CH3:30])[O:27][N:26]=3)=[CH:21][CH:20]=2)[C:16]#[N:17])[CH:6]=1.C1COCC1.O>C(O)C.C(OCC)(=O)C>[CH3:3][O:4][C:5]1[C:14]2[O:13][CH2:12][O:11][CH2:10][C:9]=2[CH:8]=[C:7]([CH:15]([NH:18][C:19]2[CH:20]=[CH:21][C:22]([C:25]3[N:29]=[C:28]([CH3:30])[O:27][N:26]=3)=[CH:23][CH:24]=2)[C:16]([NH2:17])=[S:2])[CH:6]=1. Procedure: After adding 90 ml of a 20% aqueous solution of ammonium sulfide to a solution of 29.2 g of a crude (8-methoxy-4H-benzo[1,3]dioxin-6-yl)-[4-(5-methyl-[1,2,4]oxadiazol-3-yl)phenylamino]acetonitrile in 240 ml of an ethanol:THF=2:1 mixed solvent, the mixture was stirred at room temperature for 8 hours. Water was added to the reaction mixture and extraction was performed with ethyl acetate. The organic layer was dried over anhydrous magnesium sulfate. The desiccating agent was filtered off, and the ... Reactants: [BH3-]C#N, CC(=O)[O-], CO, COC(=O)C(N)CC(C)C, Cl, [Na+], [Na+], O=Cc1cccnc1. The product is COC(=O)C(CC(C)C)NCc1cccnc1. RXN SMILES: [C:25]([BH3-:26])#[N:27].[CH3:13][C:14](=[O:15])[O-:16].[CH3:29][OH:30].[CH3:2][O:3][C:4]([CH:5]([NH2:6])[CH2:7][CH:8]([CH3:9])[CH3:10])=[O:11].[ClH:1].[Na+:12].[Na+:28].[n:17]1[cH:18][c:19]([CH:23]=[O:24])[cH:20][cH:21][cH:22]1>>[CH3:2][O:3][C:4]([CH:5]([NH:6][CH2:23][c:19]1[cH:18][n:17][cH:22][cH:21][cH:20]1)[CH2:7][CH:8]([CH3:9])[CH3:10])=[O:11]. Starting materials: CCOC(=O)Cl, C1CCOC1, O=C(O)CCCOc1cccc(CCNS(=O)(=O)c2ccc(Cl)cc2)c1, N. Yields the product NC(=O)CCCOc1cccc(CCNS(=O)(=O)c2ccc(Cl)cc2)c1. RXN SMILES: [CH2:27]([O:28][C:29]([Cl:30])=[O:31])[CH3:32].[CH2:34]1[O:35][CH2:36][CH2:37][CH2:38]1.[Cl:1][c:2]1[cH:3][cH:4][c:5]([S:8](=[O:9])(=[O:10])[NH:11][CH2:12][CH2:13][c:14]2[cH:15][c:16]([O:17][CH2:18][CH2:19][CH2:20][C:21](=[O:22])[OH:23])[cH:24][cH:25][cH:26]2)[cH:6][cH:7]1.[NH3:33]>>[Cl:1][c:2]1[cH:3][cH:4][c:5]([S:8](=[O:9])(=[O:10])[NH:11][CH2:12][CH2:13][c:14]2[cH:15][c:16]([O:17][CH2:18][CH2:19][CH2:20][C:21](=[O:22])[NH2:33])[cH:24][cH:25][cH:26]2)[cH:6][cH:7]1.